This data is from the Open Reaction Database (ORD), a public repository of structured organic reaction records. The task is: describe an organic reaction: reactants, conditions, products, and yield Reactants: ClC1=C(C#N)C=C(C=C1)[N+](=O)[O-] (2-Chloro-5-nitrobenzonitrile), CN1CCNCC1 (methylpiperazine). Solvent: C(C)O (ethanol). Reaction conditions: time 1 hour. Yields the product [N+](=O)([O-])C=1C=CC(=C(C#N)C1)N(CC)CC (5-nitro-2-diethylaminobenzonitrile). Yield: 70.5%. Reaction SMILES: Cl[C:2]1[CH:9]=[CH:8][C:7]([N+:10]([O-:12])=[O:11])=[CH:6][C:3]=1[C:4]#[N:5].C[N:14]1[CH2:19][CH2:18]N[CH2:16][CH2:15]1>C(O)C>[N+:10]([C:7]1[CH:8]=[CH:9][C:2]([N:14]([CH2:19][CH3:18])[CH2:15][CH3:16])=[C:3]([CH:6]=1)[C:4]#[N:5])([O-:12])=[O:11]. Procedure details: 2-Chloro-5-nitrobenzonitrile (15 g) and methylpiperazine (9.8 g) were added to ethanol (100 ml) and the mixture was stirred at a refluxing temperature for 1 h. The solvent was evaporated under reduced pressure. Diisopropyl ether was added to the residue to allow crystallization. The crystals were recrystallized from hydrous ethanol to give 5-nitro-2-diethylaminobenzonitrile (12.7 g), melting point: 83–85° C. Reactants: C(#N)C=1C=C2C(=CN(C2=CC1)C)C1CCC(CC1)=O (4-(5-Cyano-1-methyl-3-indolyl)-cyclohexanone), O1CCOC12CCC(CC2)C2=CN(C1=CC=C(C=C21)C#N)CC2=CC=CC=C2 (3-(1,4-dioxa-spiro[4,5]-dec-8-yl)-5-cyano-1-benzyl-indole). Yields the product C(#N)C=1C=C2C(=CN(C2=CC1)CC1=CC=CC=C1)C1CCC(CC1)=O (4-(5-Cyano-1-benzyl-3-indolyl)-cyclohexanone). Isolated yield 53.1%. As a reaction SMILES: C(C1C=C2C(=CC=1)N(C)C=C2C1CCC(=O)CC1)#N.O1[C:24]2([CH2:29][CH2:28][CH:27]([C:30]3[C:38]4[C:33](=[CH:34][CH:35]=[C:36]([C:39]#[N:40])[CH:37]=4)[N:32]([CH2:41][C:42]4[CH:47]=[CH:46][CH:45]=[CH:44][CH:43]=4)[CH:31]=3)[CH2:26][CH2:25]2)[O:23]CC1>>[C:39]([C:36]1[CH:37]=[C:38]2[C:33](=[CH:34][CH:35]=1)[N:32]([CH2:41][C:42]1[CH:47]=[CH:46][CH:45]=[CH:44][CH:43]=1)[CH:31]=[C:30]2[CH:27]1[CH2:28][CH2:29][C:24](=[O:23])[CH2:25][CH2:26]1)#[N:40]. Procedure: This compound was prepared in the manner described above for intermediate 6a by replacing 3-(1,4-dioxa-spiro[4,5]dec-8-yl)-5-cyano-1-methyl-indole with 3-(1,4-dioxa-spiro[4,5]-dec-8-yl)-5-cyano-1-benzyl-indole (6.43 g, 20 mmol) to afford 3.49 g (63%) of the title compound as a white solid: mp 115-126° C.